Dataset: the Open Reaction Database (ORD), a public repository of structured organic reaction records. Task: describe an organic reaction: reactants, conditions, products, and yield Starting materials: N1C(=O)C(=O)C2=CC=CC=C12 (isatin), OO (hydrogen peroxide). Solvent: C(=O)O (formic acid). Reaction conditions: temperature 25 celsius, time 60 minute. The product is C1=2C(=O)OC(NC1=CC=CC2)=O (isatoic anhydride). RXN SMILES: [NH:1]1[C:11]2[C:6](=[CH:7][CH:8]=[CH:9][CH:10]=2)[C:4](=[O:5])[C:2]1=[O:3].[OH:12]O>C(O)=O>[C:6]12[C:11](=[CH:10][CH:9]=[CH:8][CH:7]=1)[NH:1][C:2](=[O:12])[O:3][C:4]2=[O:5]. Procedure: 14.7 parts of isatin are suspended in 80 parts of formic acid. 20 parts of 30 percent strength hydrogen peroxide solution are added dropwise, with slight cooling. The mixture is then stirred for 60 minutes at 25° C., after which it is worked up in a conventional manner. 13.2 parts of isatoic anhydride are obtained; melting point 252°-253° C., with decomposition. The reactants are COC(=O)CCCCBr, CC#N, [H-], O=[N+]([O-])c1ccc2[nH]ccc2c1, [Na+]. Product: COC(=O)CCCCn1ccc2cc([N+](=O)[O-])ccc21. Reaction SMILES: [CH3:15][O:16][C:17]([CH2:18][CH2:19][CH2:20][CH2:21][Br:22])=[O:23].[CH3:24][C:25]#[N:26].[H-:13].[N+:1](=[O:2])([O-:3])[c:4]1[cH:5][c:6]2[cH:7][cH:8][nH:9][c:10]2[cH:11][cH:12]1.[Na+:14]>>[N+:1](=[O:2])([O-:3])[c:4]1[cH:5][c:6]2[cH:7][cH:8][n:9]([CH2:21][CH2:20][CH2:19][CH2:18][C:17]([O:16][CH3:15])=[O:23])[c:10]2[cH:11][cH:12]1. Reactants: FC(N1N=C(C=C1)C(=O)O)F (1-difluoromethyl-1H-pyrazole-3-carboxylic acid), CO (methanol), S(O)(O)(=O)=O (sulfuric acid). Run at temperature 23 celsius. Yields the product COC(=O)C1=NN(C=C1)C(F)F (1-Difluoromethyl-1H-pyrazole-3-carboxylic acid methyl ester). RXN SMILES: [F:1][CH:2]([F:11])[N:3]1[CH:7]=[CH:6][C:5]([C:8]([OH:10])=[O:9])=[N:4]1.S(=O)(=O)(O)O.[CH3:17]O>>[CH3:17][O:9][C:8]([C:5]1[CH:6]=[CH:7][N:3]([CH:2]([F:1])[F:11])[N:4]=1)=[O:10]. Procedure: A solution of 1-difluoromethyl-1H-pyrazole-3-carboxylic acid (CAS [925179-02-8]) (500 mg, 3.1 mmole) in methanol (18 ml) was cooled to 0° C. and treated with sulfuric acid (98%, 0.2 ml, 3.1 mmol). The mixture was heated to reflux for 2 hours, cooled to 23° C. and concentrated at reduced pressure. The residue was partitioned between AcOEt and water, the organic layer was washed with water until the water phase showed a neutral pH, dried and evaporated to give the title compound (535 mg) as a colo... Starting materials: CS(=O)(=O)OCCOC1=NNC2=NC=NC(=C21)NC2=CC(=C(C=C2)OCC2=CC=CC=C2)C (2-[(4-{[4-(benzyloxy)-3-methylphenyl]amino}-1H-pyrazolo[3,4-d]pyrimidin-3-yl)oxy]ethyl methanesulfonate), C(C)N1CCNCC1 (N-ethylpiperazine). Yields the product C(C1=CC=CC=C1)OC1=C(C=C(C=C1)NC1=C2C(=NC=N1)NN=C2OCCN2CCN(CC2)CC)C (N-[4-(benzyloxy)-3-methylphenyl]-3-[2-(4-ethylpiperazin-1-yl)ethoxy]-1H-pyrazolo[3,4-d]pyrimidin-4-amine). The yield is 61.0%. As a reaction SMILES: CS(O[CH2:6][CH2:7][O:8][C:9]1[C:17]2[C:12](=[N:13][CH:14]=[N:15][C:16]=2[NH:18][C:19]2[CH:24]=[CH:23][C:22]([O:25][CH2:26][C:27]3[CH:32]=[CH:31][CH:30]=[CH:29][CH:28]=3)=[C:21]([CH3:33])[CH:20]=2)[NH:11][N:10]=1)(=O)=O.[CH2:34]([N:36]1[CH2:41][CH2:40][NH:39][CH2:38][CH2:37]1)[CH3:35]>>[CH2:26]([O:25][C:22]1[CH:23]=[CH:24][C:19]([NH:18][C:16]2[N:15]=[CH:14][N:13]=[C:12]3[NH:11][N:10]=[C:9]([O:8][CH2:7][CH2:6][N:39]4[CH2:40][CH2:41][N:36]([CH2:34][CH3:35])[CH2:37][CH2:38]4)[C:17]=23)=[CH:20][C:21]=1[CH3:33])[C:27]1[CH:32]=[CH:31][CH:30]=[CH:29][CH:28]=1. Procedure: The procedure described in Example 55 was repeated using 2-[(4-{[4-(benzyloxy)-3-methylphenyl]amino}-1H-pyrazolo[3,4-d]pyrimidin-3-yl)oxy]ethyl methanesulfonate (prepared as described in Example 110) and N-ethylpiperazine to give the title compound in 61% yield; NMR Spectrum: 0.95 (t, 3H), 2.22 (s, 3H), 2.24 (q, 2H), 2.22-2.55 (m, 8H), 2.77 (t, 2H), 4.41 (t, 2H), 5.13 (s, 2H), 7.01 (d, 1H), 7.31-7.48 (m, 7H), 8.17 (s, 1H), 8.24 (s, 1H); Mass Spectrum: 488 (MH+). The reactants are BrB(Br)Br, CCN1CCC2(c3cccc(OC)c3)Cc3[nH]c(C(=O)Nc4ccccc4)c(C)c3CC2C1. Product: CCN1CCC2(c3cccc(O)c3)Cc3[nH]c(C(=O)Nc4ccccc4)c(C)c3CC2C1. RXN SMILES: [B:34]([Br:35])([Br:36])[Br:37].[CH2:1]([CH3:2])[N:3]1[CH2:4][CH:5]2[CH2:6][c:7]3[c:8]([nH:21][c:22]([C:25](=[O:26])[NH:27][c:28]4[cH:29][cH:30][cH:31][cH:32][cH:33]4)[c:23]3[CH3:24])[CH2:9][C:10]2([c:13]2[cH:14][c:15]([O:19][CH3:20])[cH:16][cH:17][cH:18]2)[CH2:11][CH2:12]1>>[CH2:1]([CH3:2])[N:3]1[CH2:4][CH:5]2[CH2:6][c:7]3[c:8]([nH:21][c:22]([C:25](=[O:26])[NH:27][c:28]4[cH:29][cH:30][cH:31][cH:32][cH:33]4)[c:23]3[CH3:24])[CH2:9][C:10]2([c:13]2[cH:14][c:15]([OH:19])[cH:16][cH:17][cH:18]2)[CH2:11][CH2:12]1. Starting materials: [BH4-].[Li+] (Lithium borohydride), CS(=O)(=O)C1=CC=C(\C=C/2\C(=C(C3=CC(=CC=C23)N(C)C)CC(=O)Cl)C)C=C1 ((Z)-1-(4-methylsulfonylbenzylidene)-5-dimethylamino-2-methyl-3-indenylacetyl chloride). Run in C1CCOC1 (THF), C1CCOC1 (THF). Product: CS(=O)(=O)C1=CC=C(\C=C/2\C(=C(C3=CC(=CC=C23)N(C)C)CCO)C)C=C1 ((Z)-1-(4-methylsulfonylbenzylidene)-5-dimethylamino-2-methyl-1H-3-indenyl-(2-hydroxy)ethane). Reaction SMILES: [BH4-].[Li+].[CH3:3][S:4]([C:7]1[CH:30]=[CH:29][C:10](/[CH:11]=[C:12]2/[C:13]([CH3:28])=[C:14]([CH2:24][C:25](Cl)=[O:26])[C:15]3[C:20]/2=[CH:19][CH:18]=[C:17]([N:21]([CH3:23])[CH3:22])[CH:16]=3)=[CH:9][CH:8]=1)(=[O:6])=[O:5]>C1COCC1>[CH3:3][S:4]([C:7]1[CH:8]=[CH:9][C:10](/[CH:11]=[C:12]2/[C:13]([CH3:28])=[C:14]([CH2:24][CH2:25][OH:26])[C:15]3[C:20]/2=[CH:19][CH:18]=[C:17]([N:21]([CH3:22])[CH3:23])[CH:16]=3)=[CH:29][CH:30]=1)(=[O:5])=[O:6] |f:0.1|. Reported procedure: Lithium borohydride (1.38 mmol) in THF (2 ml) is added to the solution of (Z)-1-(4-methylsulfonylbenzylidene)-5-dimethylamino-2-methyl-3-indenylacetyl chloride (2.78 mmol) in THF (20 ml) at 0° C. The reaction is quenched with HCl after 5 minutes (10%, aqueous, 30 ml). Ethyl acetate (50 ml) is added to extract the product. Starting materials: CCCC(O)c1cccc(Br)n1, C1CCOC1, CCOC(=O)COc1ccc(O)cc1C. Yields the product CCCC(Oc1ccc(OCC(=O)OCC)c(C)c1)c1cccc(Br)n1. RXN SMILES: [Br:1][c:2]1[cH:3][cH:4][cH:5][c:6]([CH:8]([CH2:9][CH2:10][CH3:11])[OH:12])[n:7]1.[CH2:28]1[O:29][CH2:30][CH2:31][CH2:32]1.[OH:13][c:14]1[cH:15][c:16]([CH3:27])[c:17]([O:18][CH2:19][C:20](=[O:21])[O:22][CH2:23][CH3:24])[cH:25][cH:26]1>>[Br:1][c:2]1[cH:3][cH:4][cH:5][c:6]([CH:8]([CH2:9][CH2:10][CH3:11])[O:12][c:14]2[cH:15][c:16]([CH3:27])[c:17]([O:18][CH2:19][C:20](=[O:21])[O:22][CH2:23][CH3:24])[cH:25][cH:26]2)[n:7]1. The reactants are C1(=CC=CC=C1)C1(CCCC1)COS(=O)(=O)C (methanesulfonic acid 1-phenyl-cyclopentylmethyl ester), [C-]#N.[Na+] (NaCN), O (water). Solvent: CS(=O)C (dimethyl sulfoxide). Conditions: time 16 hour. Product: C1(=CC=CC=C1)C1(CCCC1)CC#N ((1-phenyl-cyclopentyl)-acetonitrile). Isolated yield 80.0%. As a reaction SMILES: [C:1]1([C:7]2([CH2:12]OS(C)(=O)=O)[CH2:11][CH2:10][CH2:9][CH2:8]2)[CH:6]=[CH:5][CH:4]=[CH:3][CH:2]=1.[C-:18]#[N:19].[Na+].O>CS(C)=O>[C:1]1([C:7]2([CH2:12][C:18]#[N:19])[CH2:11][CH2:10][CH2:9][CH2:8]2)[CH:6]=[CH:5][CH:4]=[CH:3][CH:2]=1 |f:1.2|. Reported procedure: To a stirred solution of methanesulfonic acid 1-phenyl-cyclopentylmethyl ester (279) (12 g, 47.24 mmol) in dimethyl sulfoxide (36 mL) were added KI (784 mg, 4.72 mmol) and NaCN (3.5 g, 70.87 mmol) and stirring was continued at 140° C. for 4 h and at room temperature for 16 h. After completion of the reaction, water (100 mL) was added. The mixture was extracted with ethyl acetate (3×100 mL) and the combined organic parts were washed with saturated ferrous sulfate solution (100 mL), water (3×10 0 ... RXN SMILES: [BrH:30].[CH2:1]([CH3:2])[O:3][c:4]1[cH:5][cH:6][c:7]([CH2:8][c:9]2[n:10][c:11]3[c:12]([n:13]2[CH2:14][CH2:15][N:16]([CH2:17][CH3:18])[CH2:19][CH3:20])[cH:21][cH:22][c:23]([N+:25]([O-:26])=[O:27])[cH:24]3)[cH:28][cH:29]1.[CH2:31]([S:32][C:39](=[NH:40])[c:41]1[o:42][cH:43][cH:44][cH:45]1)[c:33]1[cH:34][cH:35][cH:36][cH:37][cH:38]1.[CH3:46][CH2:47][O:48][CH2:49][CH3:50]>>[CH2:1]([CH3:2])[O:3][c:4]1[cH:5][cH:6][c:7]([CH2:8][c:9]2[n:10][c:11]3[c:12]([n:13]2[CH2:14][CH2:15][N:16]([CH2:17][CH3:18])[CH2:19][CH3:20])[cH:21][cH:22][c:23]([NH:25][C:39](=[NH:40])[c:41]2[o:42][cH:43][cH:44][cH:45]2)[cH:24]3)[cH:28][cH:29]1. Yields the product CCOc1ccc(Cc2nc3cc(NC(=N)c4ccco4)ccc3n2CCN(CC)CC)cc1. The reactants are Br, CCOc1ccc(Cc2nc3cc([N+](=O)[O-])ccc3n2CCN(CC)CC)cc1, N=C(SCc1ccccc1)c1ccco1, CCOCC.